describe an organic reaction: reactants, conditions, products, and yield From a dataset of the Open Reaction Database (ORD), a public repository of structured organic reaction records. The reactants are BrCc1ccccc1, COc1cc2c(Oc3ccc(N4C(=O)CNC4=O)cc3F)ccnc2cc1OCc1ccccc1, C1CCOC1, C[Si](C)(C)[N-][Si](C)(C)C, [Li+], CN(C)C=O. Product: COc1cc2c(Oc3ccc(N4C(=O)CN(Cc5ccccc5)C4=O)cc3F)ccnc2cc1OCc1ccccc1. Reaction SMILES: [Br:36][CH2:37][c:38]1[cH:39][cH:40][cH:41][cH:42][cH:43]1.[CH2:1]([c:2]1[cH:3][cH:4][cH:5][cH:6][cH:7]1)[O:8][c:9]1[c:10]([O:34][CH3:35])[cH:11][c:12]2[c:13]([O:19][c:20]3[c:21]([F:33])[cH:22][c:23]([N:26]4[C:27](=[O:32])[NH:28][CH2:29][C:30]4=[O:31])[cH:24][cH:25]3)[cH:14][cH:15][n:16][c:17]2[cH:18]1.[CH2:54]1[O:55][CH2:56][CH2:57][CH2:58]1.[CH3:45][Si:46]([N-:47][Si:48]([CH3:49])([CH3:50])[CH3:51])([CH3:52])[CH3:53].[Li+:44].[O:59]=[CH:60][N:61]([CH3:62])[CH3:63]>>[CH2:1]([c:2]1[cH:3][cH:4][cH:5][cH:6][cH:7]1)[O:8][c:9]1[c:10]([O:34][CH3:35])[cH:11][c:12]2[c:13]([O:19][c:20]3[c:21]([F:33])[cH:22][c:23]([N:26]4[C:27](=[O:32])[N:28]([CH2:37][c:38]5[cH:39][cH:40][cH:41][cH:42][cH:43]5)[CH2:29][C:30]4=[O:31])[cH:24][cH:25]3)[cH:14][cH:15][n:16][c:17]2[cH:18]1. Reactants: COC(=O)CN(C)c1ccc(N)cn1, O=C(O)c1nc(-c2ccccc2)oc1C(F)(F)F. Reaction SMILES: [CH3:19][O:20][C:21]([CH2:22][N:23]([CH3:24])[c:25]1[n:26][cH:27][c:28]([NH2:31])[cH:29][cH:30]1)=[O:32].[c:1]1(-[c:7]2[o:8][c:9]([C:15]([F:16])([F:17])[F:18])[c:10]([C:12](=[O:13])[OH:14])[n:11]2)[cH:2][cH:3][cH:4][cH:5][cH:6]1>>[c:1]1(-[c:7]2[o:8][c:9]([C:15]([F:16])([F:17])[F:18])[c:10]([C:12](=[O:14])[NH:31][c:28]3[cH:27][n:26][c:25]([N:23]([CH2:22][C:21]([O:20][CH3:19])=[O:32])[CH3:24])[cH:30][cH:29]3)[n:11]2)[cH:2][cH:3][cH:4][cH:5][cH:6]1. The product is COC(=O)CN(C)c1ccc(NC(=O)c2nc(-c3ccccc3)oc2C(F)(F)F)cn1. Reactants: Cl.CNC (dimethylamine hydrochloride), C([O-])(O)=O.[Na+] (sodium bicarbonate), O (water), ClC1=CC2=C(C(=N1)C=1C(=NC=C(C1)Cl)F)N(C(=N2)N2[C@H]1[C@H](OCC2)CCC1)C[C@@H]1CC[C@H](CC1)C (6-chloro-4-(5-chloro-2-fluoropyridin-3-yl)-2-[(trans)-hexahydrocyclopenta[b][1,4]oxazin-4(4aH)-yl]-3-[(trans-4-methylcyclohexyl)methyl]-3H-imidazo[4,5-c]pyridine). Solvent: CCO (EtOH). Reaction conditions: temperature 90 celsius. The product is ClC=1C=C(C(=NC1)N(C)C)C1=NC(=CC2=C1N(C(=N2)N2[C@H]1[C@H](OCC2)CCC1)C[C@@H]1CC[C@H](CC1)C)Cl (5-chloro-3-{6-chloro-2-[(trans)-hexahydrocyclopenta[b][1,4]oxazin-4(4aH)-yl]-3-[(trans-4-methylcyclohexyl)methyl]-3H-imidazo[4,5-c]pyridin-4-yl}-N,N-dimethylpyridin-2-amine). RXN SMILES: Cl.[CH3:2][NH:3][CH3:4].C(=O)(O)[O-].[Na+].O.[Cl:11][C:12]1[N:17]=[C:16]([C:18]2[C:19](F)=[N:20][CH:21]=[C:22]([Cl:24])[CH:23]=2)[C:15]2[N:26]([CH2:38][C@H:39]3[CH2:44][CH2:43][C@H:42]([CH3:45])[CH2:41][CH2:40]3)[C:27]([N:29]3[CH2:34][CH2:33][O:32][C@@H:31]4[CH2:35][CH2:36][CH2:37][C@@H:30]34)=[N:28][C:14]=2[CH:13]=1>CCO>[Cl:24][C:22]1[CH:23]=[C:18]([C:16]2[C:15]3[N:26]([CH2:38][C@H:39]4[CH2:44][CH2:43][C@H:42]([CH3:45])[CH2:41][CH2:40]4)[C:27]([N:29]4[CH2:34][CH2:33][O:32][C@@H:31]5[CH2:35][CH2:36][CH2:37][C@@H:30]45)=[N:28][C:14]=3[CH:13]=[C:12]([Cl:11])[N:17]=2)[C:19]([N:3]([CH3:4])[CH3:2])=[N:20][CH:21]=1 |f:0.1,2.3|. Procedure details: To a solution of dimethylamine hydrochloride (580 mg, 7.25 mmol) and sodium bicarbonate (812 mg, 9.67 mmol) in EtOH:water (4 mL:2 mL) was added 6-chloro-4-(5-chloro-2-fluoropyridin-3-yl)-2-[(trans)-hexahydrocyclopenta[b][1,4]oxazin-4(4aH)-yl]-3-[(trans-4-methylcyclohexyl)methyl]-3H-imidazo[4,5-c]pyridine (racemic) (125 mg, 0.24 mmol). The reaction was heated to 90° C. for 5 hours. The reaction was then concentrated and diluted with EtOAc. The organic layer was washed with water and brine, dried ... Reactants: COc1ccc(S(=O)(=O)Cl)c([N+](=O)[O-])c1, CCCCCC, CCOC(C)=O, ClCCl, NC1(c2ccccc2Cl)C(=O)Nc2ccc(Cl)cc21. Yields the product COc1ccc(S(=O)(=O)N2C(=O)C(N)(c3ccccc3Cl)c3cc(Cl)ccc32)c([N+](=O)[O-])c1. As a reaction SMILES: [CH3:20][O:21][c:22]1[cH:23][c:24]([N+:32](=[O:33])[O-:34])[c:25]([S:28](=[O:29])(=[O:30])[Cl:31])[cH:26][cH:27]1.[CH3:35][CH2:36][CH2:37][CH2:38][CH2:39][CH3:40].[CH3:41][CH2:42][O:43][C:44]([CH3:45])=[O:46].[Cl:47][CH2:48][Cl:49].[NH2:1][C:2]1([c:13]2[c:14]([Cl:19])[cH:15][cH:16][cH:17][cH:18]2)[C:3](=[O:12])[NH:4][c:5]2[cH:6][cH:7][c:8]([Cl:11])[cH:9][c:10]21>>[NH2:1][C:2]1([c:13]2[c:14]([Cl:19])[cH:15][cH:16][cH:17][cH:18]2)[C:3](=[O:12])[N:4]([S:28]([c:25]2[c:24]([N+:32](=[O:33])[O-:34])[cH:23][c:22]([O:21][CH3:20])[cH:27][cH:26]2)(=[O:29])=[O:30])[c:5]2[cH:6][cH:7][c:8]([Cl:11])[cH:9][c:10]21. Starting materials: O=c1cc(OCc2ccccc2)cc[nH]1, Fc1cccc(CBr)c1, [K+], [K+], O=C([O-])[O-], CN(C)C=O. The product is O=c1cc(OCc2ccccc2)ccn1Cc1cccc(F)c1. As a reaction SMILES: [CH2:1]([c:2]1[cH:3][cH:4][cH:5][cH:6][cH:7]1)[O:8][c:9]1[cH:10][c:11](=[O:15])[nH:12][cH:13][cH:14]1.[F:22][c:23]1[cH:24][c:25]([CH2:26][Br:27])[cH:28][cH:29][cH:30]1.[K+:16].[K+:17].[O-:18][C:19]([O-:20])=[O:21].[O:31]=[CH:32][N:33]([CH3:34])[CH3:35]>>[CH2:1]([c:2]1[cH:3][cH:4][cH:5][cH:6][cH:7]1)[O:8][c:9]1[cH:10][c:11](=[O:15])[n:12]([CH2:26][c:25]2[cH:24][c:23]([F:22])[cH:30][cH:29][cH:28]2)[cH:13][cH:14]1. Starting materials: CCCC[N+](CCCC)(CCCC)CCCC.[F-] (TBAF), [Si](C)(C)(C(C)(C)C)OCC(OC)COC(CCCCCCC\C=C/CCCCCCCC)=O (1-O-t-butyldimethylsilyl-2-O-methyl-3-O-oleoyl-rac-glycerol). The solvent is C1CCOC1 (THF). As a reaction SMILES: CCCC[N+](CCCC)(CCCC)CCCC.[F-].[Si]([O:26][CH2:27][CH:28]([CH2:31][O:32][C:33](=[O:51])[CH2:34][CH2:35][CH2:36][CH2:37][CH2:38][CH2:39][CH2:40]/[CH:41]=[CH:42]\[CH2:43][CH2:44][CH2:45][CH2:46][CH2:47][CH2:48][CH2:49][CH3:50])[O:29][CH3:30])(C(C)(C)C)(C)C>C1COCC1>[C:33]([O:32][CH2:31][CH:28]([CH2:27][OH:26])[O:29][CH3:30])(=[O:51])[CH2:34][CH2:35][CH2:36][CH2:37][CH2:38][CH2:39][CH2:40]/[CH:41]=[CH:42]\[CH2:43][CH2:44][CH2:45][CH2:46][CH2:47][CH2:48][CH2:49][CH3:50] |f:0.1|. Conditions: time 30 minute. Reported procedure: 1M TBAF (6 mL, 6.0 mmol) was added to a solution of compound Compound 43 (2.4 g, 5.0 mmol) in THF (50 mL). After 30 min, TLC analysis showed that all the starting material had been consumed. Then, the reaction mixture was partitioned between diethyl ether (100 mL) and sat. NaCl solution (30 mL). The organic extract was dried (MgSO4), concentrated and subjected to silica-gel column chromatography [eluent: hexane/ethyl acetate, 75/25, v/v] to give glycerol derivative Compound 44 (1.52 g, 79%) as a... Product: C(CCCCCCC\C=C/CCCCCCCC)(=O)OCC(OC)CO (1-O-Oleoyl-2-O-methyl-rac-glycerol). The yield is 82.0%. Starting materials: C1(CC1)NC1=C(C=CC=C1F)NC([C@H](C)NC(OC(C)(C)C)=O)=O ((S)-tert-butyl 1-(2-(cyclopropylamino)-3-fluorophenylamino)-1-oxopropan-2-ylcarbamate). Solvent: CC(=O)O (AcOH). Conditions: time 40 minute. The product is C1(CC1)N1C(=NC2=C1C(=CC=C2)F)[C@H](C)N ((S)-1-(1-cyclopropyl-7-fluoro-1H-benzo[d]imidazol-2-yl)ethanamine). RXN SMILES: [CH:1]1([NH:4][C:5]2[C:10]([F:11])=[CH:9][CH:8]=[CH:7][C:6]=2[NH:12][C:13](=O)[C@@H:14]([NH:16]C(=O)OC(C)(C)C)[CH3:15])[CH2:3][CH2:2]1>CC(O)=O>[CH:1]1([N:4]2[C:5]3[C:10]([F:11])=[CH:9][CH:8]=[CH:7][C:6]=3[N:12]=[C:13]2[C@@H:14]([NH2:16])[CH3:15])[CH2:3][CH2:2]1. Reported procedure: A stirred solution of (S)-tert-butyl 1-(2-(cyclopropylamino)-3-fluorophenylamino)-1-oxopropan-2-ylcarbamate (651.7 mg, 1.932 mmol) in AcOH (20 mL) was heated at 60° C. for 30 min, after being concentrated under reduced pressure, the residue was subjected to 4 M HCl in 1,4-Dioxane (20 mL). The resultant mixture was stirred at rt for 40 min. The mixture was concentrated under reduced pressure and dissolved in water (5 mL) and then basified with 1 N NaOH to pH 9.5. The mixture was concentrated unde...